From a dataset of the Open Reaction Database (ORD), a public repository of structured organic reaction records. describe an organic reaction: reactants, conditions, products, and yield Starting materials: C(C)OC(C=CC1=CC=2N=C(N=C(C2S1)N1CCOCC1)Cl)=O (3-(2-chloro-4-morpholin-4-yl-thieno[3,2-d]pyrimidin-6-yl)-acrylic acid ethyl ester). Reagents/catalysts: [Pd] (Pd/C). Run in C(C)O (ethanol), C(C)(=O)OCC (ethyl acetate). Conditions: time 16 hour. Yields the product C(C)OC(CCC1=CC=2N=C(N=C(C2S1)N1CCOCC1)Cl)=O (3-(2-chloro-4-morpholin-4-yl-thieno[3,2-d]pyrimidin-6-yl)propionic acid ethyl ester). Yield: 91.0%. As a reaction SMILES: [CH2:1]([O:3][C:4](=[O:23])[CH:5]=[CH:6][C:7]1[S:15][C:14]2[C:13]([N:16]3[CH2:21][CH2:20][O:19][CH2:18][CH2:17]3)=[N:12][C:11]([Cl:22])=[N:10][C:9]=2[CH:8]=1)[CH3:2]>C(OCC)(=O)C.C(O)C.[Pd]>[CH2:1]([O:3][C:4](=[O:23])[CH2:5][CH2:6][C:7]1[S:15][C:14]2[C:13]([N:16]3[CH2:21][CH2:20][O:19][CH2:18][CH2:17]3)=[N:12][C:11]([Cl:22])=[N:10][C:9]=2[CH:8]=1)[CH3:2]. Procedure details: To as solution of 3-(2-chloro-4-morpholin-4-yl-thieno[3,2-d]pyrimidin-6-yl)-acrylic acid ethyl ester (2 g) in ethyl acetate (100 mL) was added a suspension of Pd/C (200 mg) in ethanol (10 mL). The flask was flushed with nitrogen and then a hydrogen balloon was fitted. The reaction mixture was stirred at room temperature for 16 h. The mixture was then filtered through Celite and the filtrate concentrated to give 3-(2-chloro-4-morpholin-4-yl-thieno[3,2-d]pyrimidin-6-yl)propionic acid ethyl ester a... Reactants: COCc1ccc2cccnc2c1Cl, C1COCCO1, O=[Se]=O. Product: COCc1ccc2ccc(C=O)nc2c1Cl. As a reaction SMILES: [Cl:4][c:5]1[c:6]([CH2:15][O:16][CH3:17])[cH:7][cH:8][c:9]2[cH:10][cH:11][cH:12][n:13][c:14]12.[O:18]1[CH2:19][CH2:23][O:22][CH2:21][CH2:20]1.[Se:1](=[O:2])=[O:3]>>[Cl:4][c:5]1[c:6]([CH2:15][O:16][CH3:17])[cH:7][cH:8][c:9]2[cH:10][cH:11][c:12]([CH:19]=[O:18])[n:13][c:14]12. As a reaction SMILES: [CH3:1][O:2][C:3]1[CH:21]=[CH:20][C:19]2[C@H:9]3[CH2:10][CH2:11][C@@:12]4([CH3:18])[C@H:16]([C@@H:8]3[CH2:7][CH2:6][C:5]=2[CH:4]=1)[CH2:15][CH2:14][C:13]4=[O:17].C([O-])(=O)C.[Na+].S(=O)(=O)(O)O>CO.ClCCl.[Pt]>[CH3:1][O:2][C:3]1[CH:21]=[CH:20][C:19]2[C:9]3=[CH:10][CH2:11][C@@:12]4([CH3:18])[C@H:16]([C@@H:8]3[CH2:7][CH2:6][C:5]=2[CH:4]=1)[CH2:15][CH2:14][C:13]4=[O:17] |f:1.2|. Solvent: CO (methanol), ClCCl (dichloromethane). Reagents/catalysts: [Pt] (platinum). The reactants are COC1=CC=2CC[C@@H]3[C@H](CC[C@@]4(C(CC[C@@H]34)=O)C)C2C=C1 (3-methoxy-13β-methylgona-1,3,5(10)-trien-17-one), S(O)(O)(=O)=O (sulfuric acid), C(C)(=O)[O-].[Na+] (sodium acetate), calomel. Reported procedure: A solution of 3.0 grams of 3-methoxy-13β-methylgona-1,3,5(10)-trien-17-one and 0.66 gram of sodium acetate in 60 milliliters of methanol and 20 milliliters of dichloromethane was electroyzed between the same platinum electrodes as specified in Example 1 while a potential of 1.7 volts (measured at the anode against a standard saturated calomel electrode) was maintained between the electrodes. At the completion of the electrolysis, which was established by thin-layer chromatography, the solution w... Product: COC1=CC=2CC[C@@H]3C(=CC[C@@]4(C(CC[C@@H]34)=O)C)C2C=C1 (3-methoxy-13β-methylgona-1,3,5(10),9(11)-tetraen- 17-one). Yield: 83.9%. The reactants are C(CCCCCO)O (hexane-1,6-diol), [N+](=O)([O-])C1=C(C#N)C(=CC=C1)[N+](=O)[O-] (2,6-dinitrobenzonitrile). Product: OCCCCCCOC1=C(C#N)C(=CC=C1)[N+](=O)[O-] (2-(6-hydroxyhexyloxy)-6-nitrobenzonitrile). Yield: 88.0%. As a reaction SMILES: [CH2:1]([OH:8])[CH2:2][CH2:3][CH2:4][CH2:5][CH2:6][OH:7].[N+:9]([C:12]1[CH:19]=[CH:18][CH:17]=[C:16]([N+]([O-])=O)[C:13]=1[C:14]#[N:15])([O-:11])=[O:10]>>[OH:7][CH2:6][CH2:5][CH2:4][CH2:3][CH2:2][CH2:1][O:8][C:16]1[CH:17]=[CH:18][CH:19]=[C:12]([N+:9]([O-:11])=[O:10])[C:13]=1[C:14]#[N:15]. Reported procedure: Prepared as in Example 215c from hexane-1,6-diol and 2,6-dinitrobenzonitrile in 88% yield as a pale yellow solid. MS 265 (MH+). Starting materials: ClC1=CC=2N(C=C1)C(=CN2)I (7-chloro-3-iodo-imidazo[1,2-a]pyridine), CC1(OB(OC1(C)C)C=1C=C(C=CC1)NC(=O)NCC(F)(F)F)C (1-[3-(4,4,5,5-Tetramethyl-[1,3,2]dioxaborolan-2-yl)-phenyl]-3-(2,2,2-trifluoro-ethyl)-urea), C(=O)([O-])[O-].[Na+].[Na+] (Na2CO3). Reagents/catalysts: C=1C=CC(=CC1)[P](C=2C=CC=CC2)(C=3C=CC=CC3)[Pd]([P](C=4C=CC=CC4)(C=5C=CC=CC5)C=6C=CC=CC6)([P](C=7C=CC=CC7)(C=8C=CC=CC8)C=9C=CC=CC9)[P](C=1C=CC=CC1)(C=1C=CC=CC1)C=1C=CC=CC1 (tetrakis(triphenylphosphine)palladium(0)). The solvent is COCCOC (DME), O (water). Run at temperature 80 celsius. Yields the product ClC1=CC=2N(C=C1)C(=CN2)C=2C=C(C=CC2)NC(=O)NCC(F)(F)F (1-[3-(7-Chloro-imidazo[1,2-a]pyridin-3-yl)-phenyl]-3-(2,2,2-trifluoro-ethyl)-urea). RXN SMILES: [Cl:1][C:2]1[CH:7]=[CH:6][N:5]2[C:8](I)=[CH:9][N:10]=[C:4]2[CH:3]=1.CC1(C)C(C)(C)OB([C:20]2[CH:21]=[C:22]([NH:26][C:27]([NH:29][CH2:30][C:31]([F:34])([F:33])[F:32])=[O:28])[CH:23]=[CH:24][CH:25]=2)O1.C([O-])([O-])=O.[Na+].[Na+]>COCCOC.O.C1C=CC([P]([Pd]([P](C2C=CC=CC=2)(C2C=CC=CC=2)C2C=CC=CC=2)([P](C2C=CC=CC=2)(C2C=CC=CC=2)C2C=CC=CC=2)[P](C2C=CC=CC=2)(C2C=CC=CC=2)C2C=CC=CC=2)(C2C=CC=CC=2)C2C=CC=CC=2)=CC=1>[Cl:1][C:2]1[CH:7]=[CH:6][N:5]2[C:8]([C:24]3[CH:23]=[C:22]([NH:26][C:27]([NH:29][CH2:30][C:31]([F:32])([F:33])[F:34])=[O:28])[CH:21]=[CH:20][CH:25]=3)=[CH:9][N:10]=[C:4]2[CH:3]=1 |f:2.3.4,^1:52,54,73,92|. Procedure: To a solution of 7-chloro-3-iodo-imidazo[1,2-a]pyridine (5.0 g, 17.8 mmol) in DME (350 ml) was added 1-[3-(4,4,5,5-Tetramethyl-[1,3,2]dioxaborolan-2-yl)-phenyl]-3-(2,2,2-trifluoro-ethyl)-urea (7.36 g, 21.4 mmol), 2M Na2CO3 (71.6 ml, 35.8 mmol) [reaction degassed by bubbling N2 through] followed by tetrakis(triphenylphosphine)palladium(0) (1.03 g, 0.89 mmol). The mixture was heated at 80° C. overnight, then diluted with water and extracted with EtOAc. The organic layer was washed with brine, drie... The reactants are Cl.OC1N(CCC(C1)C1=CC=CC=C1)CCNC1=C(C(=O)N)C=CC=C1 (2-[-(2-[Hydroxy-4-phenylpiperidyl]ethyl)amino]benzamide hydrochloride), C(C)(C)O (isopropanol). Reagents/catalysts: [Pd] (Pd-C). Run in CO (methanol). Product: OC1(CCN(CC1)CCNC1=C(C(=O)N)C=CC=C1)C1=CC=CC=C1 (2-[2-(4-Hydroxy-4-phenylpiperidyl)ethylamino]benzamide). As a reaction SMILES: Cl.O[CH:3]1[CH2:8][CH:7]([C:9]2[CH:14]=[CH:13][CH:12]=[CH:11][CH:10]=2)[CH2:6][CH2:5][N:4]1[CH2:15][CH2:16][NH:17][C:18]1[CH:26]=[CH:25][CH:24]=[CH:23][C:19]=1[C:20]([NH2:22])=[O:21].C([OH:30])(C)C>CO.[Pd]>[OH:30][C:7]1([C:9]2[CH:14]=[CH:13][CH:12]=[CH:11][CH:10]=2)[CH2:6][CH2:5][N:4]([CH2:15][CH2:16][NH:17][C:18]2[CH:26]=[CH:25][CH:24]=[CH:23][C:19]=2[C:20]([NH2:22])=[O:21])[CH2:3][CH2:8]1 |f:0.1|. Procedure details: 2-[-(2-[Hydroxy-4-phenylpiperidyl]ethyl)amino]benzamide hydrochloride (12 g.) in 200 ml methanol was hydrogenated at 60 psi using 1.5 g 5% Pd-C catalyst (1.5 g and 1.0 g portions of fresh catalyst were added during the reduction). The catalyst was filtered off and the filtrate concentrated to dryness on the rotovap. The residue was recrystallized from 60 ml isopropanol and then from 300 ml isopropanol to give 6.1 product, m.108-13°. Analysis showed 13.39% isopropanol in the product. Starting materials: C(Cl)Cl (CH2Cl2), C(C=C)(=O)OC(C)(C)C (tert-butyl acrylate), C(C)N(C(C)C)C(C)C ((i-Pr)2EtN), BrC1=CC2=C(NC(CN(C2)CC(=O)N2CCN(CC2)C)=O)N=C1 (7-Bromo-4-[2-(4-methyl-piperazin-1-yl)-2-oxo-ethyl]-1,3,4,5-tetrahydro-pyrido[2,3-e][1,4]diazepin-2-one), CC1=C(C=CC=C1)P(C2=C(C=CC=C2)C)C3=C(C=CC=C3)C (P(o-tol)3). The reagents and catalysts are CC(=O)[O-].CC(=O)[O-].[Pd+2] (Pd(OAc)2). The solvent is C(CC)#N (propionitrile), CN(C)C=O (DMF). Reaction conditions: time 15 minute. Product: Cl.CN1CCN(CC1)C(CN1CC(NC2=C(C1)C=C(C=N2)/C=C/C(=O)O)=O)=O ((E)-3-{4-[2-(4-Methyl-piperazin-1-yl)-2-oxo-ethyl]-2-oxo-2,3,4,5-tetrahydro-1H-pyrido[2,3-e][1,4]diazepin-7-yl}acrylic acid hydrochloride). Yield: 72.0%. As a reaction SMILES: Br[C:2]1[CH:23]=[N:22][C:5]2[NH:6][C:7](=[O:21])[CH2:8][N:9]([CH2:11][C:12]([N:14]3[CH2:19][CH2:18][N:17]([CH3:20])[CH2:16][CH2:15]3)=[O:13])[CH2:10][C:4]=2[CH:3]=1.[C:24]([O:28]C(C)(C)C)(=[O:27])[CH:25]=[CH2:26].C(N(C(C)C)C(C)C)C.CC1C=CC=CC=1P(C1C=CC=CC=1C)C1C=CC=CC=1C.C(Cl)[Cl:65]>C(#N)CC.CN(C=O)C.CC([O-])=O.CC([O-])=O.[Pd+2]>[ClH:65].[CH3:20][N:17]1[CH2:18][CH2:19][N:14]([C:12](=[O:13])[CH2:11][N:9]2[CH2:10][C:4]3[CH:3]=[C:2](/[CH:26]=[CH:25]/[C:24]([OH:28])=[O:27])[CH:23]=[N:22][C:5]=3[NH:6][C:7](=[O:21])[CH2:8]2)[CH2:15][CH2:16]1 |f:7.8.9,10.11|. Reported procedure: A suspension of 7-Bromo-4-[2-(4-methyl-piperazin-1-yl)-2-oxo-ethyl]-1,3,4,5-tetrahydro-pyrido[2,3-e][1,4]diazepin-2-one (1.39 g, 3.64 mmol) in propionitrile (32 mL) and DMF (8 mL) was de-oxygenated with Ar for 15 min. The mixture was treated with tert-butyl acrylate (2.1 mL, 14 mmol) and (i-Pr)2EtN (1.3 mL, 7.4 mmol) and then was de-oxygenated with Ar for 10 min. Pd(OAc)2 (83 mg, 0.37 mmol) and P(o-tol)3 (0.22 g, 0.73 mmol) were added simultaneously, and the mixture was de-oxygenated a third tim...